From a dataset of the Open Reaction Database (ORD), a public repository of structured organic reaction records. describe an organic reaction: reactants, conditions, products, and yield Reactants: C(C)(C)(C)OC(NCCCCN1CCNCC1)=O ((4-piperazin-1-yl-butyl)carbamic acid tert-butyl ester), [I-].[Na+] (sodium iodide), C([O-])([O-])=O.[K+].[K+] (potassium carbonate), C(C)OC(CCCCBr)=O (5-bromopentanoic acid ethyl ester). Run in CC(=O)C (acetone). Yields the product C(C)OC(CCCCN1CCN(CC1)CCCCNC(=O)OC(C)(C)C)=O (5-[4-(4-tert-Butoxycarbonylaminobutyl)piperazin-1-yl]pentanoic acid ethyl ester). Isolated yield 55.7%. Reaction SMILES: [C:1]([O:5][C:6](=[O:18])[NH:7][CH2:8][CH2:9][CH2:10][CH2:11][N:12]1[CH2:17][CH2:16][NH:15][CH2:14][CH2:13]1)([CH3:4])([CH3:3])[CH3:2].[I-].[Na+].C(=O)([O-])[O-].[K+].[K+].[CH2:27]([O:29][C:30](=[O:36])[CH2:31][CH2:32][CH2:33][CH2:34]Br)[CH3:28]>CC(C)=O>[CH2:27]([O:29][C:30](=[O:36])[CH2:31][CH2:32][CH2:33][CH2:34][N:15]1[CH2:16][CH2:17][N:12]([CH2:11][CH2:10][CH2:9][CH2:8][NH:7][C:6]([O:5][C:1]([CH3:4])([CH3:2])[CH3:3])=[O:18])[CH2:13][CH2:14]1)[CH3:28] |f:1.2,3.4.5|. Procedure details: A mixture of (4-piperazin-1-yl-butyl)carbamic acid tert-butyl ester (17) (1.94 g, 7.54 mmol), sodium iodide (1.13 g, 7.54 mmol), potassium carbonate (3.13 g, 22.61 mmol), and 5-bromopentanoic acid ethyl ester (1.55 mL, 9.80 mmol) in acetone (60 mL) was stirred at reflux for 24 h. After removal of solvent by rotary evaporation, the resulting residue was diluted with dichloromethane and insoluble inorganics were filtered off. The liquid filtrate was concentrated in vacuo and the resulting residue ... The reactants are COCC1CCCN1, CC(C)=O, CC(C)(C)OC(=O)Nc1ccc(-c2cccs2)cc1NC(=O)c1ccc(CCl)cc1, ClCCl, [I-], [K+], [K+], [Na+], O=C([O-])[O-]. The product is COCC1CCCN1Cc1ccc(C(=O)Nc2cc(-c3cccs3)ccc2NC(=O)OC(C)(C)C)cc1. As a reaction SMILES: [CH3:31][O:32][CH2:33][CH:34]1[NH:35][CH2:36][CH2:37][CH2:38]1.[CH3:50][C:51](=[O:52])[CH3:53].[Cl:1][CH2:2][c:3]1[cH:4][cH:5][c:6]([C:7](=[O:8])[NH:9][c:10]2[c:11]([NH:21][C:22]([O:23][C:24]([CH3:25])([CH3:26])[CH3:27])=[O:28])[cH:12][cH:13][c:14](-[c:16]3[s:17][cH:18][cH:19][cH:20]3)[cH:15]2)[cH:29][cH:30]1.[Cl:47][CH2:48][Cl:49].[I-:45].[K+:39].[K+:40].[Na+:46].[O-:41][C:42]([O-:43])=[O:44]>>[CH2:2]([c:3]1[cH:4][cH:5][c:6]([C:7](=[O:8])[NH:9][c:10]2[c:11]([NH:21][C:22]([O:23][C:24]([CH3:25])([CH3:26])[CH3:27])=[O:28])[cH:12][cH:13][c:14](-[c:16]3[s:17][cH:18][cH:19][cH:20]3)[cH:15]2)[cH:29][cH:30]1)[N:35]1[CH:34]([CH2:33][O:32][CH3:31])[CH2:38][CH2:37][CH2:36]1. Reaction conditions: temperature 0 celsius, time 1 hour. Procedure details: {1-(cis-4-{[6-(Hydroxymethyl)-2-(trifluoromethyl)pyrimidin-4-yl]oxy}cyclohexyl)-3-[4-(7-{[2-(trimethylsilyl)ethoxy]methyl}-7H-pyrrolo[2,3-d]pyrimidin-4-yl)-1H-pyrazol-1-yl]azetidin-3-yl}acetonitrile (110.0 mg, 0.1609 mmol) was dissolved in methylene chloride (2.22 mL) and was cooled to 0° C. To that was added N,N-diisopropylethylamine (45.8 μL, 0.263 mmol), followed by methanesulfonyl chloride (18 μL, 0.23 mmol). The reaction was stirred at 0° C. for 1 hour. The reaction was worked up using EtOA... Reaction SMILES: [OH:1][CH2:2][C:3]1[N:8]=[C:7]([C:9]([F:12])([F:11])[F:10])[N:6]=[C:5]([O:13][C@@H:14]2[CH2:19][CH2:18][C@H:17]([N:20]3[CH2:23][C:22]([CH2:46][C:47]#[N:48])([N:24]4[CH:28]=[C:27]([C:29]5[C:30]6[CH:37]=[CH:36][N:35]([CH2:38][O:39][CH2:40][CH2:41][Si:42]([CH3:45])([CH3:44])[CH3:43])[C:31]=6[N:32]=[CH:33][N:34]=5)[CH:26]=[N:25]4)[CH2:21]3)[CH2:16][CH2:15]2)[CH:4]=1.C(N(CC)C(C)C)(C)C.[CH3:58][S:59](Cl)(=[O:61])=[O:60].CCOC(C)=O>C(Cl)Cl>[CH3:58][S:59]([O:1][CH2:2][C:3]1[CH:4]=[C:5]([O:13][C@H:14]2[CH2:19][CH2:18][C@@H:17]([N:20]3[CH2:23][C:22]([CH2:46][C:47]#[N:48])([N:24]4[CH:28]=[C:27]([C:29]5[C:30]6[CH:37]=[CH:36][N:35]([CH2:38][O:39][CH2:40][CH2:41][Si:42]([CH3:43])([CH3:44])[CH3:45])[C:31]=6[N:32]=[CH:33][N:34]=5)[CH:26]=[N:25]4)[CH2:21]3)[CH2:16][CH2:15]2)[N:6]=[C:7]([C:9]([F:12])([F:11])[F:10])[N:8]=1)(=[O:61])=[O:60]. Product: CS(=O)(=O)OCC1=NC(=NC(=C1)O[C@@H]1CC[C@@H](CC1)N1CC(C1)(N1N=CC(=C1)C=1C2=C(N=CN1)N(C=C2)COCC[Si](C)(C)C)CC#N)C(F)(F)F ([6-[(cis-4-{3-(Cyanomethyl)-3-[4-(7-{[2-(trimethylsilyl)ethoxy]methyl}-7H-pyrrolo[2,3-d]pyrimidin-4-yl)-1H-pyrazol-1-yl]azetidin-1-yl}cyclohexyl)oxy]-2-(trifluoromethyl)pyrimidin-4-yl]methyl methanesulfonate). Starting materials: CCOC(=O)C (EtOAc), OCC1=CC(=NC(=N1)C(F)(F)F)O[C@H]1CC[C@H](CC1)N1CC(C1)(N1N=CC(=C1)C=1C2=C(N=CN1)N(C=C2)COCC[Si](C)(C)C)CC#N ({1-(cis-4-{[6-(Hydroxymethyl)-2-(trifluoromethyl)pyrimidin-4-yl]oxy}cyclohexyl)-3-[4-(7-{[2-(trimethylsilyl)ethoxy]methyl}-7H-pyrrolo[2,3-d]pyrimidin-4-yl)-1H-pyrazol-1-yl]azetidin-3-yl}acetonitrile), CS(=O)(=O)Cl (methanesulfonyl chloride), C(C)(C)N(C(C)C)CC (N,N-diisopropylethylamine). Solvent: C(Cl)Cl (methylene chloride). The reactants are BrC1=CC=C(C=C1)C1=NN2C(N=C(C=C2N2CCOCC2)Cl)=C1 (2-(4-bromo-phenyl)-5-chloro-7-morpholin-4-yl-pyrazolo[1,5-a]pyrimidine), CC(C)([O-])C.[Na+] (sodium t-butoxide), 2-biphenyl di-t-butyl phosphine, N1CCOCC1 (morpholine). Reagents/catalysts: [Pd].[Pd].C(C1=CC=CC=C1)=CC(=O)C=CC1=CC=CC=C1.C(C1=CC=CC=C1)=CC(=O)C=CC1=CC=CC=C1.C(C1=CC=CC=C1)=CC(=O)C=CC1=CC=CC=C1 (tris(dibenzylidene acetone) di-palladium). Run in C1(=CC=CC=C1)C (toluene), O (water). Reaction conditions: temperature 70 celsius, time 3 hour. Product: ClC1=NC=2N(C(=C1)N1CCOCC1)N=C(C2)C2=CC=C(C=C2)N2CCOCC2 (5-Chloro-7-morpholin-4-yl-2-(4-morpholin-4-yl-phenyl)-pyrazolo[1,5-a]-pyrimidine). Yield: 39.0%. Reaction SMILES: Br[C:2]1[CH:7]=[CH:6][C:5]([C:8]2[CH:23]=[C:11]3[N:12]=[C:13]([Cl:22])[CH:14]=[C:15]([N:16]4[CH2:21][CH2:20][O:19][CH2:18][CH2:17]4)[N:10]3[N:9]=2)=[CH:4][CH:3]=1.CC(C)([O-])C.[Na+].[NH:30]1[CH2:35][CH2:34][O:33][CH2:32][CH2:31]1>C1(C)C=CC=CC=1.O.[Pd].[Pd].C(=CC(C=CC1C=CC=CC=1)=O)C1C=CC=CC=1.C(=CC(C=CC1C=CC=CC=1)=O)C1C=CC=CC=1.C(=CC(C=CC1C=CC=CC=1)=O)C1C=CC=CC=1>[Cl:22][C:13]1[CH:14]=[C:15]([N:16]2[CH2:21][CH2:20][O:19][CH2:18][CH2:17]2)[N:10]2[N:9]=[C:8]([C:5]3[CH:6]=[CH:7][C:2]([N:30]4[CH2:35][CH2:34][O:33][CH2:32][CH2:31]4)=[CH:3][CH:4]=3)[CH:23]=[C:11]2[N:12]=1 |f:1.2,6.7.8.9.10|. Reported procedure: There was dissolved, in toluene (2 mL), 2-(4-bromo-phenyl)-5-chloro-7-morpholin-4-yl-pyrazolo[1,5-a]pyrimidine (41.7 mg, 0.106 mM) in an argon gas atmosphere and then there were added, to the resulting solution, sodium t-butoxide (15.3 mg, 0.159 mM), tris(dibenzylidene acetone) di-palladium (4.9 mg, 0.0053 mM), 2-biphenyl-di-t-butyl phosphine (4.7 mg, 0.016 mM) and morpholine (13.9 μL, 0.159 mM), followed by the stirring of the resulting mixture at 70° C. for 3 hours and the further stirring of ... The reactants are [Cl-], ClC(Cl)Cl, Cc1ccc(S(=O)(=O)O)cc1Cl, N. The product is Cc1ccc(S(N)(=O)=O)cc1Cl. RXN SMILES: [Cl-:1].[Cl:15][CH:16]([Cl:17])[Cl:18].[Cl:2][c:3]1[c:4]([CH3:13])[cH:5][cH:6][c:7]([S:9](=[O:10])(=[O:11])[OH:12])[cH:8]1.[NH3:14]>>[Cl:2][c:3]1[c:4]([CH3:13])[cH:5][cH:6][c:7]([S:9](=[O:10])(=[O:11])[NH2:14])[cH:8]1. Starting materials: C(C)(C)(C)OC(=O)N\N=C/1\[C@@H]2N(C(=C(CS2)C)C(=O)OCC(Cl)(Cl)Cl)C1=O (2,2,2-trichloroethyl (E)-7-t-butoxycarbonylhydrazono-3-methyl-3-cephem-4-carboxylate), [Cl-].[Na+] (sodium chloride). Run in O1CCCC1 (tetrahydrofuran), C(C)(=O)OCC (ethyl acetate), O1CCCC1 (tetrahydrofuran). Conditions: time 30 minute. Product: C(C)(C)(C)OC(=O)NN[C@H]1[C@@H]2N(C(=C(CS2)C)C(=O)OCC(Cl)(Cl)Cl)C1=O (2,2,2-trichloroethyl 7β-t-butoxycarbonylhydrazino-3-methyl-3-cephem-4-carboxylate). The yield is 53.9%. As a reaction SMILES: [C:1]([O:5][C:6]([NH:8]/[N:9]=[C:10]1/[C@H:11]2[S:16][CH2:15][C:14]([CH3:17])=[C:13]([C:18]([O:20][CH2:21][C:22]([Cl:25])([Cl:24])[Cl:23])=[O:19])[N:12]2[C:26]/1=[O:27])=[O:7])([CH3:4])([CH3:3])[CH3:2].[Cl-].[Na+]>O1CCCC1.C(OCC)(=O)C>[C:1]([O:5][C:6]([NH:8][NH:9][C@@H:10]1[C:26](=[O:27])[N:12]2[C:13]([C:18]([O:20][CH2:21][C:22]([Cl:23])([Cl:24])[Cl:25])=[O:19])=[C:14]([CH3:17])[CH2:15][S:16][C@H:11]12)=[O:7])([CH3:2])([CH3:3])[CH3:4] |f:1.2|. Procedure: In tetrahydrofuran (20 ml) is dissolved 2,2,2-trichloroethyl (E)-7-t-butoxycarbonylhydrazono-3-methyl-3-cephem-4-carboxylate (4.60 g), and under ice-cooling, a 1 M tetrahydrofuran solution of borane-tetrahydrofuran complex (23 ml) is added dropwise. The mixture is stirred at that temperature for 30 minutes. The reaction mixture is poured in a mixture of ethyl acetate (150 ml) and aqueous sodium chloride (200 ml). The organic layer is taken, dried over magnesium sulfate and concentrated. The resi... The reactants are O\N=C(\C1=CC=CC=C1)/C1=NC=NN1C ((Z)-N-hydroxy-1-(1-methyl-1H-1,2,4-triazol-5-yl)-1-phenylmethanimine), C(=O)([O-])[O-].[Cs+].[Cs+] (Cs2CO3), BrCC1=CC=CC(=N1)N1C(C2=CC=CC=C2C1=O)=O (2-[6-(bromomethyl)pyridin-2-yl]-1H-isoindole-1,3(2H)-dione). Solvent: CC#N (MeCN). Run at time 4 hour. The product is CN1N=CN=C1C(C1=CC=CC=C1)=NOCC1=CC=CC(=N1)N1C(C2=CC=CC=C2C1=O)=O (2-{6-[({[(1-methyl-1H-1,2,4-triazol-5-yl)(phenyl)methylene]amino}oxy)methyl]pyridin-2-yl}-1H-isoindole-1,3(2H)-dione). Isolated yield 74.3%. RXN SMILES: [OH:1]/[N:2]=[C:3](\[C:10]1[N:14]([CH3:15])[N:13]=[CH:12][N:11]=1)/[C:4]1[CH:9]=[CH:8][CH:7]=[CH:6][CH:5]=1.C([O-])([O-])=O.[Cs+].[Cs+].Br[CH2:23][C:24]1[N:29]=[C:28]([N:30]2[C:38](=[O:39])[C:37]3[C:32](=[CH:33][CH:34]=[CH:35][CH:36]=3)[C:31]2=[O:40])[CH:27]=[CH:26][CH:25]=1>CC#N>[CH3:15][N:14]1[C:10]([C:3](=[N:2][O:1][CH2:23][C:24]2[N:29]=[C:28]([N:30]3[C:31](=[O:40])[C:32]4[C:37](=[CH:36][CH:35]=[CH:34][CH:33]=4)[C:38]3=[O:39])[CH:27]=[CH:26][CH:25]=2)[C:4]2[CH:5]=[CH:6][CH:7]=[CH:8][CH:9]=2)=[N:11][CH:12]=[N:13]1 |f:1.2.3|. Procedure: To a stirred solution of ((Z)-N-hydroxy-1-(1-methyl-1H-1,2,4-triazol-5-yl)-1-phenylmethanimine (7 g, 34.61 mmol, 1.0 eq.) in 500 ml of MeCN was added Cs2CO3 (12.40 g, 38.07 mmol, 1.1 eq.) followed by Kl (0.575 g, 3.46 mmol, 0.1 eq.) in one portion. The resulting suspension was stirred for 5 mins before addition of 2-[6-(bromomethyl)pyridin-2-yl]-1H-isoindole-1,3(2H)-dione (10.97 g, 34.61 mmol, 1.0 eq.) in one portion. The reaction was stirred for 4 h at room temperature. The solid was removed by...